This data is from the Open Reaction Database (ORD), a public repository of structured organic reaction records. The task is: describe an organic reaction: reactants, conditions, products, and yield The reactants are CC1C(NC(=O)OC(C)(C)C)C(=O)N1S(=O)(=O)O, CCCC[N+](CCCC)(CCCC)CCCC, O=CO. The product is CC1C(N)C(=O)N1S(=O)(=O)O. Reaction SMILES: [C:1]([O:2][C:3](=[O:4])[NH:8][CH:9]1[C:10](=[O:18])[N:11]([S:14](=[O:15])(=[O:16])[OH:17])[CH:12]1[CH3:13])([CH3:5])([CH3:6])[CH3:7].[CH2:19]([N+:20]([CH2:21][CH2:22][CH2:23][CH3:24])([CH2:25][CH2:26][CH2:27][CH3:28])[CH2:29][CH2:30][CH2:31][CH3:32])[CH2:33][CH2:34][CH3:35].[CH:36]([OH:37])=[O:38]>>[NH2:8][CH:9]1[C:10](=[O:18])[N:11]([S:14](=[O:15])(=[O:16])[OH:17])[CH:12]1[CH3:13]. The reactants are CCOC(C)=O, CCOC(=O)N1CCC(C=Cc2ccccc2)CC1. The product is CCOC(=O)N1CCC(CCc2ccccc2)CC1. Reaction SMILES: [CH3:20][CH2:21][O:22][C:23](=[O:24])[CH3:25].[CH:1](=[CH:2][c:3]1[cH:4][cH:5][cH:6][cH:7][cH:8]1)[CH:9]1[CH2:10][CH2:11][N:12]([C:15](=[O:16])[O:17][CH2:18][CH3:19])[CH2:13][CH2:14]1>>[CH2:1]([CH2:2][c:3]1[cH:4][cH:5][cH:6][cH:7][cH:8]1)[CH:9]1[CH2:10][CH2:11][N:12]([C:15](=[O:16])[O:17][CH2:18][CH3:19])[CH2:13][CH2:14]1. Starting materials: C(C)N1C(NC(C=2NC=NC12)=O)=O (3-ethylxanthine), C(C1=CC=CC=C1)Br (benzyl bromide), C([O-])([O-])=O.[K+].[K+] (potassium carbonate). The solvent is O (water). Product: C(C1=CC=CC=C1)N1C=NC=2N(C(NC(C12)=O)=O)CC (7-Benzyl-3-ethylxanthine). Reaction SMILES: [CH2:1]([N:3]1[C:11]2[N:10]=[CH:9][NH:8][C:7]=2[C:6](=[O:12])[NH:5][C:4]1=[O:13])[CH3:2].[CH2:14](Br)[C:15]1[CH:20]=[CH:19][CH:18]=[CH:17][CH:16]=1.C(=O)([O-])[O-].[K+].[K+]>O>[CH2:14]([N:8]1[C:7]2[C:6](=[O:12])[NH:5][C:4](=[O:13])[N:3]([CH2:1][CH3:2])[C:11]=2[N:10]=[CH:9]1)[C:15]1[CH:20]=[CH:19][CH:18]=[CH:17][CH:16]=1 |f:2.3.4|. Procedure: 18 g (0.1 mol) of 3-ethylxanthine were stirred at 60° C. for 2 hours with 19.2 g (0.11 mol) of benzyl bromide and 15.2 g (0.11 mol) of potassium carbonate. The reaction solution was transferred to an Edenmeyer flask and treated with 1000 ml of water. The precipitate was filtered off with suction, washed several times with warm water and dried at 50° C. under reduced pressure. The reactants are C(C)OC=1C(=CC=2C(=CCC(C2C1)(C)C)C)\C(=C/C=C/C(=C/C(=O)OCC)/C)\CC (ethyl 7-(3-ethoxy-5,5,8-trimethyl-5,6-dihydronaphthalen-2-yl)-3-methyl-nona-2E,4E,6Z-trienoate), [OH-].[Na+] (NaOH), Cl (HCl). Run in C(C)O (ethanol), C1CCOC1 (THF). Run at temperature 50 celsius, time 5 hour. The product is C(C)OC=1C(=CC=2C(=CCC(C2C1)(C)C)C)\C(=C/C=C/C(=C/C(=O)O)/C)\CC (7-(3-Ethoxy-5,5,8-trimethyl-5,6-dihydronaphthalen-2-yl)-3-methyl-nona-2E,4E,6Z-trienoic acid). Reaction SMILES: [CH2:1]([O:3][C:4]1[C:5](/[C:17](/[CH2:29][CH3:30])=[CH:18]\[CH:19]=[CH:20]\[C:21](\[CH3:28])=[CH:22]\[C:23]([O:25]CC)=[O:24])=[CH:6][C:7]2[C:8]([CH3:16])=[CH:9][CH2:10][C:11]([CH3:15])([CH3:14])[C:12]=2[CH:13]=1)[CH3:2].[OH-].[Na+].Cl>C(O)C.C1COCC1>[CH2:1]([O:3][C:4]1[C:5](/[C:17](/[CH2:29][CH3:30])=[CH:18]\[CH:19]=[CH:20]\[C:21](\[CH3:28])=[CH:22]\[C:23]([OH:25])=[O:24])=[CH:6][C:7]2[C:8]([CH3:16])=[CH:9][CH2:10][C:11]([CH3:15])([CH3:14])[C:12]=2[CH:13]=1)[CH3:2] |f:1.2|. Procedure: A solution of ethyl 7-(3-ethoxy-5,5,8-trimethyl-5,6-dihydronaphthalen-2-yl)-3-methyl-nona-2E,4E,6Z-trienoate (Compound A-13, 0.82 g, 2.01 mmol) in ethanol (5 mL) and THF (5 mL) was treated with 2M NaOH (5 mL, 10 mmol) and then stirred at 50° C. for 5 h. The mixture was cooled to room temperature, acidified with 10% HCl, and extracted with ethyl acetate. The organic layer was separated, washed with brine, dried over Na2SO4, and concentrated in vacuo. The residue was purified by recrystallization ... The reactants are O (water), COC1=CC(=CC(=C1OC)OC)C=O (TMBA), C(=O)([O-])[O-].[K+].[K+] (potash), C(CO)O (ethylene glycol), C(CO)O (ethylene glycol). Solvent: C1(=CC=CC=C1)C (toluene). Reaction conditions: time 1 hour. Yields the product COC1=C(C(=CC=C1)OC)O (2,6-dimethoxy phenol). Isolated yield 65.5%. RXN SMILES: C(O)CO.[CH3:5][O:6][C:7]1[C:12]([O:13]C)=[C:11]([O:15][CH3:16])[CH:10]=[C:9](C=O)[CH:8]=1.C([O-])([O-])=O.[K+].[K+].O>C1(C)C=CC=CC=1>[CH3:16][O:15][C:11]1[CH:10]=[CH:9][CH:8]=[C:7]([O:6][CH3:5])[C:12]=1[OH:13] |f:2.3.4|. Procedure: By way of comparison, a test was carried out with a larger amount of ethylene glycol than that of Example 6. By heating under nitrogen with distillation 212 g (1 mole) of TMBA, 194 g (3 moles) of potash in pellets and 800 ml of ethylene glycol, reaction takes place. The temperature passes from 151° to 190° C. in 1 hour 20; it is held for 2 hours at 190° C. After cooling, dilution with water and neutralization to pH 6, there was obtained, by toluene extraction, 101 g of 2,6-dimethoxy phenol namel... The reactants are O=C([O-])[O-], CN(C)C=O, CN1C(=O)C(F)(F)CNc2nc(Cl)ncc21, [Cs+], [Cs+], ICCOc1ccccc1. The product is CN1C(=O)C(F)(F)CN(CCOc2ccccc2)c2nc(Cl)ncc21. As a reaction SMILES: [C:17](=[O:18])([O-:19])[O-:20].[CH3:33][N:34]([CH3:35])[CH:36]=[O:37].[Cl:1][c:2]1[n:3][cH:4][c:5]2[c:6]([n:16]1)[NH:7][CH2:8][C:9]([F:14])([F:15])[C:10](=[O:13])[N:11]2[CH3:12].[Cs+:21].[Cs+:22].[I:23][CH2:24][CH2:25][O:26][c:27]1[cH:28][cH:29][cH:30][cH:31][cH:32]1>>[Cl:1][c:2]1[n:3][cH:4][c:5]2[c:6]([n:16]1)[N:7]([CH2:24][CH2:25][O:26][c:27]1[cH:28][cH:29][cH:30][cH:31][cH:32]1)[CH2:8][C:9]([F:14])([F:15])[C:10](=[O:13])[N:11]2[CH3:12].